The task is: describe an organic reaction: reactants, conditions, products, and yield. This data is from the Open Reaction Database (ORD), a public repository of structured organic reaction records. Starting materials: C1CCNC1, O=C1c2c(Cl)cccc2-n2cnc(-c3nc(CCl)cs3)c2C2CCCN12, C1CCOC1. The product is O=C1c2c(Cl)cccc2-n2cnc(-c3nc(CN4CCCC4)cs3)c2C2CCCN12. RXN SMILES: [CH2:27]1[CH2:28][CH2:29][NH:30][CH2:31]1.[Cl:1][c:2]1[cH:3][cH:4][cH:5][c:6]2[c:7]1[C:8](=[O:26])[N:9]1[CH:10]([c:11]3[n:12]-2[cH:13][n:14][c:15]3-[c:16]2[s:17][cH:18][c:19]([CH2:21][Cl:22])[n:20]2)[CH2:23][CH2:24][CH2:25]1.[O:32]1[CH2:33][CH2:34][CH2:35][CH2:36]1>>[Cl:1][c:2]1[cH:3][cH:4][cH:5][c:6]2[c:7]1[C:8](=[O:26])[N:9]1[CH:10]([c:11]3[n:12]-2[cH:13][n:14][c:15]3-[c:16]2[s:17][cH:18][c:19]([CH2:21][N:30]3[CH2:29][CH2:28][CH2:27][CH2:31]3)[n:20]2)[CH2:23][CH2:24][CH2:25]1. Reactants: Cc1ccc(N2CCN(C(=O)c3c(F)cc(Br)cc3F)CC2)nc1, CC1(C)C=NC(=O)O1. Product: Cc1ccc(N2CCN(C(=O)c3c(F)cc(N4CC(C)(C)OC4=O)cc3F)CC2)nc1. Reaction SMILES: [Br:1][c:2]1[cH:3][c:4]([F:24])[c:5]([C:9](=[O:10])[N:11]2[CH2:12][CH2:13][N:14]([c:17]3[n:18][cH:19][c:20]([CH3:23])[cH:21][cH:22]3)[CH2:15][CH2:16]2)[c:6]([F:8])[cH:7]1.[CH3:25][C:26]1([CH3:32])[CH:27]=[N:28][C:29](=[O:31])[O:30]1>>[c:2]1([N:28]2[CH2:27][C:26]([CH3:25])([CH3:32])[O:30][C:29]2=[O:31])[cH:3][c:4]([F:24])[c:5]([C:9](=[O:10])[N:11]2[CH2:12][CH2:13][N:14]([c:17]3[n:18][cH:19][c:20]([CH3:23])[cH:21][cH:22]3)[CH2:15][CH2:16]2)[c:6]([F:8])[cH:7]1. Reactants: C(C)(C)(C)OC(C[C@H](C[C@@H](CCCCC)C)COS(=O)(=O)C1=CC=C(C=C1)C)=O ((3S,5R)-5-Methyl-3-(toluene-4-sulfonyloxymethyl)-decanoic acid tert-butyl ester), C(C)(C)(C)OC(C[C@H](C[C@H](CCCCC)C)CO)=O ((3S,5S)-3-Hydroxymethyl-5-methyl-decanoic acid tert-butyl ester). Product: C(C)(C)(C)OC(C[C@H](C[C@H](CCCCC)C)COS(=O)(=O)C1=CC=C(C=C1)C)=O ((3S,5S)-5-Methyl-3-(toluene-4-sulfonyloxymethyl)-decanoic acid tert-butyl ester). The yield is 64.0%. As a reaction SMILES: [C:1]([O:5][C:6](=[O:29])[CH2:7][C@@H:8]([CH2:17][O:18][S:19]([C:22]1[CH:27]=[CH:26][C:25]([CH3:28])=[CH:24][CH:23]=1)(=[O:21])=[O:20])[CH2:9][C@H:10]([CH3:16])[CH2:11][CH2:12][CH2:13][CH2:14][CH3:15])([CH3:4])([CH3:3])[CH3:2].C(OC(=O)C[C@@H](CO)C[C@@H](C)CCCCC)(C)(C)C>>[C:1]([O:5][C:6](=[O:29])[CH2:7][C@@H:8]([CH2:17][O:18][S:19]([C:22]1[CH:27]=[CH:26][C:25]([CH3:28])=[CH:24][CH:23]=1)(=[O:21])=[O:20])[CH2:9][C@@H:10]([CH3:16])[CH2:11][CH2:12][CH2:13][CH2:14][CH3:15])([CH3:2])([CH3:3])[CH3:4]. Procedure details: A procedure similar to that used to prepare compound 159 was used except that (3S,5S)-3-Hydroxymethyl-5-methyl-decanoic acid tert-butyl ester 167 (4.164 g, 15.29 mmol) was used as a reactant to give 168 as an oil (4.17 g, 64%). 1H NMR (400 MHz, CDCl3) δ 7.75 (d, J=8.30 Hz, 2H), 7.31 (d, J=8.30 Hz, 2H), 3.97 (dd, J=9.52, 4.15 Hz, 1H), 3.90 (dd, J=9.52, 5.13 Hz, 1H), 2.42 (s, 3H), 2.28, 2.19-2.13 (m, 2H), 1.37 (s, 9H), 1.27-1.01 (m, 1H), 0.85 (t, J=7.08 Hz, 3H), 0.76 (d, J=6.35Hz, 3H). The reactants are COc1ccc(B(O)O)cc1 (effective_coupling_partner), CC(C)(C)OC(=O)Oc1cccc2ccccc12 (substrate). The reagents and catalysts are PCy3. Conditions: temperature 130 celsius, time 24 hour. The product is COc3ccc(c1cccc2ccccc12)cc3. Reactants: C(C)(C)(C)OC(=O)NC1=C2C=NN(C2=CC=C1)C(C(=O)OC)(CC(F)(F)F)C1=CC=C(C=C1)Cl (methyl 2-(4-(tert-butoxycarbonylamino)-1H-indazol-1-yl)-2-(4-chlorophenyl)-4,4,4-trifluorobutanoate), [H-].[H-].[H-].[H-].[Li+].[Al+3] (LiAlH4). The solvent is C1CCOC1 (THF). Run at time 1 hour. Yields the product ClC1=CC=C(C=C1)C(CO)(CC(F)(F)F)N1N=CC2=C(C=CC=C12)NC(OC(C)(C)C)=O (tert-butyl 1-(2-(4-chlorophenyl)-4,4,4-trifluoro-1-hydroxybutan-2-yl)-1H-indazol-4-ylcarbamate). As a reaction SMILES: [C:1]([O:5][C:6]([NH:8][C:9]1[CH:17]=[CH:16][CH:15]=[C:14]2[C:10]=1[CH:11]=[N:12][N:13]2[C:18]([C:28]1[CH:33]=[CH:32][C:31]([Cl:34])=[CH:30][CH:29]=1)([CH2:23][C:24]([F:27])([F:26])[F:25])[C:19](OC)=[O:20])=[O:7])([CH3:4])([CH3:3])[CH3:2].[H-].[H-].[H-].[H-].[Li+].[Al+3]>C1COCC1>[Cl:34][C:31]1[CH:32]=[CH:33][C:28]([C:18]([N:13]2[C:14]3[C:10](=[C:9]([NH:8][C:6](=[O:7])[O:5][C:1]([CH3:3])([CH3:2])[CH3:4])[CH:17]=[CH:16][CH:15]=3)[CH:11]=[N:12]2)([CH2:23][C:24]([F:26])([F:27])[F:25])[CH2:19][OH:20])=[CH:29][CH:30]=1 |f:1.2.3.4.5.6|. Reported procedure: To a solution of the product of Step A (300 mg, 0.6 mmol) in THF (5 mL) was added LiAlH4 (38 mg, 0.96 mmol) at 0° C. The mixture was stirred at RT for 1 h and quenched with H2O (5 mL), extracted with ethyl acetate, and washed with brine (10 mL), dried over sodium sulfate, then filtered. After the solvent was removed, the residue was purified by silica gel chromatography (EA/PE=1:3) to afford the title compound. LC/MS m/z=470.1[M+H]+.